Dataset: the Open Reaction Database (ORD), a public repository of structured organic reaction records. Task: describe an organic reaction: reactants, conditions, products, and yield The reactants are C(Cl)Cl (CH2Cl2), ClC1=NC=2N(C(=C1)N(COCC[Si](C)(C)C)COCC[Si](C)(C)C)N=CC2C=2C=NC1=CC=CC=C1C2 (5-chloro-3-(quinolin-3-yl)-N,N-bis((2-(trimethylsilyl)ethoxy)methyl)pyrazolo[1,5-a]pyrimidin-7-amine), CC1(OB(OC1(C)C)C1=CCC(CC1)C=1C=NN(C1)COCC[Si](C)(C)C)C (4-(4-(4,4,5,5-tetramethyl-1,3,2-dioxaborolan-2-yl)cyclohex-3-enyl)-1-((2-(trimethylsilyl)ethoxy)methyl)-1H-pyrazole), [O-]P(=O)([O-])[O-].[K+].[K+].[K+] (K3PO4). Reagents/catalysts: C1=CC=C(C=C1)P([C-]2C=CC=C2)C3=CC=CC=C3.C1=CC=C(C=C1)P([C-]2C=CC=C2)C3=CC=CC=C3.Cl[Pd]Cl.[Fe+2] (PdCl2(dppf)). The solvent is O1CCOCC1 (dioxane), O (H2O). Conditions: temperature 160 celsius, time 1 hour. Yields the product N1N=CC(=C1)C1CC=C(CC1)C1=NC=2N(C(=C1)N)N=CC2C=2C=NC1=CC=CC=C1C2 (5-(4-(1H-pyrazol-4-yl)cyclohex-1-enyl)-3-(quinolin-3-yl)pyrazolo[1,5-a]pyrimidin-7-amine). As a reaction SMILES: Cl[C:2]1[CH:7]=[C:6]([N:8](COCC[Si](C)(C)C)COCC[Si](C)(C)C)[N:5]2[N:25]=[CH:26][C:27]([C:28]3[CH:29]=[N:30][C:31]4[C:36]([CH:37]=3)=[CH:35][CH:34]=[CH:33][CH:32]=4)=[C:4]2[N:3]=1.CC1(C)C(C)(C)OB([C:46]2[CH2:51][CH2:50][CH:49]([C:52]3[CH:53]=[N:54][N:55](COCC[Si](C)(C)C)[CH:56]=3)[CH2:48][CH:47]=2)O1.[O-]P([O-])([O-])=O.[K+].[K+].[K+].C(Cl)Cl>C1C=CC(P(C2C=CC=CC=2)[C-]2C=CC=C2)=CC=1.C1C=CC(P(C2C=CC=CC=2)[C-]2C=CC=C2)=CC=1.Cl[Pd]Cl.[Fe+2].O.O1CCOCC1>[NH:54]1[CH:53]=[C:52]([CH:49]2[CH2:50][CH2:51][C:46]([C:2]3[CH:7]=[C:6]([NH2:8])[N:5]4[N:25]=[CH:26][C:27]([C:28]5[CH:29]=[N:30][C:31]6[C:36]([CH:37]=5)=[CH:35][CH:34]=[CH:33][CH:32]=6)=[C:4]4[N:3]=3)=[CH:47][CH2:48]2)[CH:56]=[N:55]1 |f:2.3.4.5,7.8.9.10|. Reported procedure: To a 2 mL microwave vessel was charged 5-chloro-3-(quinolin-3-yl)-N,N-bis((2-(trimethylsilyl)ethoxy)methyl)pyrazolo[1,5-a]pyrimidin-7-amine (0.043 mmol, 23.5 mg), 4-(4-(4,4,5,5-tetramethyl-1,3,2-dioxaborolan-2-yl)cyclohex-3-enyl)-1-((2-(trimethylsilyl)ethoxy)methyl)-1H-pyrazole (0.047 mmol), K3PO4 (130 mmol, 27 mg), and PdCl2(dppf).CH2Cl2 (0.0043 mmol, 3.5 mg). To this mixture was added 9:1 dioxane:H2O (1 mL). The vessel was flushed with argon and heated to 160° C. for 30 minutes in microwave sy... The reactants are CNC, CCO, COC(=O)c1cc(C)cc([N+](=O)[O-])c1O. Yields the product Cc1cc(C(=O)N(C)C)c(O)c([N+](=O)[O-])c1. As a reaction SMILES: [CH3:16][NH:17][CH3:18].[CH3:19][CH2:20][OH:21].[OH:1][c:2]1[c:3]([C:4](=[O:5])[O:6][CH3:7])[cH:8][c:9]([CH3:15])[cH:10][c:11]1[N+:12](=[O:13])[O-:14]>>[OH:1][c:2]1[c:3]([C:4](=[O:5])[N:17]([CH3:16])[CH3:18])[cH:8][c:9]([CH3:15])[cH:10][c:11]1[N+:12](=[O:13])[O-:14]. The reactants are CC(=O)OC(C)C(N)C(=O)OCC(NC(=O)C(F)(F)F)C(=O)O, CC(=O)O, O=N[O-], [Na+], O, O=C(O)CCl. The product is CC(=O)OC(C)C(=[N+]=[N-])C(=O)OCC(NC(=O)C(F)(F)F)C(=O)O. Reaction SMILES: [C:1]([CH3:2])(=[O:3])[O:4][CH:5]([CH:6]([C:7](=[O:8])[O:9][CH2:10][CH:11]([NH:12][C:13]([C:14]([F:15])([F:16])[F:17])=[O:18])[C:19](=[O:20])[OH:21])[NH2:22])[CH3:23].[CH3:33][C:34](=[O:35])[OH:36].[N:29]([O-:30])=[O:31].[Na+:32].[OH2:37].[OH:24][C:25]([CH2:26][Cl:27])=[O:28]>>[C:1]([CH3:2])(=[O:3])[O:4][CH:5]([C:6]([C:7](=[O:8])[O:9][CH2:10][CH:11]([NH:12][C:13]([C:14]([F:15])([F:16])[F:17])=[O:18])[C:19](=[O:20])[OH:21])=[N+:22]=[N-:29])[CH3:23]. The reactants are FC1=C(C=CC(=C1)F)[N+](=O)[O-] (2,4-difluoro-1-nitrobenzene), C[S-].[Na+] (sodium thio-methoxide), FC1=C(C=CC(=C1)F)[N+](=O)[O-] (2,4-difluoro-1-nitrobenzene), C(=O)([O-])[O-].[K+].[K+] (K2CO3), N1=CC(=CC=C1)CN (pyridin-3-ylmethanamine). Solvent: CS(=O)C (DMSO). Reaction conditions: time 6 hour. The product is CSC=1C=CC(=C(NCC=2C=NC=CC2)C1)[N+](=O)[O-] (5-(methyl-thio)-2-nitro-N-(pyridin-3-ylmethyl)aniline). As a reaction SMILES: F[C:2]1[CH:7]=[C:6](F)[CH:5]=[CH:4][C:3]=1[N+:9]([O-:11])=[O:10].C([O-])([O-])=O.[K+].[K+].[N:18]1[CH:23]=[CH:22][CH:21]=[C:20]([CH2:24][NH2:25])[CH:19]=1.[CH3:26][S-:27].[Na+]>CS(C)=O>[CH3:26][S:27][C:6]1[CH:5]=[CH:4][C:3]([N+:9]([O-:11])=[O:10])=[C:2]([CH:7]=1)[NH:25][CH2:24][C:20]1[CH:19]=[N:18][CH:23]=[CH:22][CH:21]=1 |f:1.2.3,5.6|. Procedure: To a stirred solution of 2,4-difluoro-1-nitrobenzene (2 g, 0.012 mol) in DMSO (60 ml) was added K2CO3 (5.2 g, 0.037 mol). Then pyridin-3-ylmethanamine (1.05 g, 0.013 mol) was added drop wise and the resulting solution was continued to stir at room temperature for 6 h. After complete conversion of 2,4-difluoro-1-nitrobenzene monitored by MS sodium thio-methoxide (1.2 g, 0.013 mol) was added and heated at 60° C. for the next 12 h. The reaction was diluted with ice cold water and extracted with eth... Reactants: O=c1n(CCCCl)nc2n1-c1ccccc1OC2, [I-], [K+], CN(C)C=O, O, c1ccc(N2CCNCC2)cc1. The product is O=c1n(CCCN2CCN(c3ccccc3)CC2)nc2n1-c1ccccc1OC2. Reaction SMILES: [Cl:1][CH2:2][CH2:3][CH2:4][n:5]1[n:6][c:7]2[n:12]([c:13]1=[O:14])-[c:11]1[c:10]([cH:18][cH:17][cH:16][cH:15]1)[O:9][CH2:8]2.[I-:25].[K+:24].[O:19]=[CH:20][N:21]([CH3:22])[CH3:23].[OH2:38].[c:26]1([N:32]2[CH2:33][CH2:34][NH:35][CH2:36][CH2:37]2)[cH:27][cH:28][cH:29][cH:30][cH:31]1>>[CH2:2]([CH2:3][CH2:4][n:5]1[n:6][c:7]2[n:12]([c:13]1=[O:14])-[c:11]1[c:10]([cH:18][cH:17][cH:16][cH:15]1)[O:9][CH2:8]2)[N:35]1[CH2:34][CH2:33][N:32]([c:26]2[cH:27][cH:28][cH:29][cH:30][cH:31]2)[CH2:37][CH2:36]1. Starting materials: C(C)(=O)C1=CC=NC=C1 (4-acetylpyridine), C(C1=CC=CC=C1)OC(N(C)C)OCC1=CC=CC=C1 (N,N-dimethylformamide dibenzylacetal). Solvent: C1=CC=CC=C1 (benzene). Product: CN(C=CC(=O)C1=CC=NC=C1)C (3-dimethylamino-1-(4-pyridinyl)-2-propen-1-one). As a reaction SMILES: [C:1]([C:4]1[CH:9]=[CH:8][N:7]=[CH:6][CH:5]=1)(=[O:3])[CH3:2].C(O[CH:18](OCC1C=CC=CC=1)[N:19]([CH3:21])[CH3:20])C1C=CC=CC=1>C1C=CC=CC=1>[CH3:18][N:19]([CH3:21])[CH:20]=[CH:2][C:1]([C:4]1[CH:9]=[CH:8][N:7]=[CH:6][CH:5]=1)=[O:3]. Reported procedure: A mixture of 0.10 mole of 4-acetylpyridine and 0.12 mole of N,N-dimethylformamide dibenzylacetal in benzene was refluxed for 8 hours, giving 3-dimethylamino-1-(4-pyridinyl)-2-propen-1-one. Reactants: NC1=NC=C(C2=C1C(=CS2)C2=CC(=C(C=C2)NC(=O)C=2N(C1=CC=CC=C1C2)C)OC)C(=O)NCC2NCCCC2 (4-Amino-3-(3-methoxy-4-{[(1-methyl-1H-indol-2-yl)carbonyl]amino}phenyl)-N-(piperidin-2-ylmethyl)thieno[3,2-c]pyridine-7-carboxamide), C(C)(=O)O (acetic acid). Yields the product C(C)(=O)N1C(CCCC1)CNC(=O)C=1C2=C(C(=NC1)N)C(=CS2)C2=CC(=C(C=C2)NC(=O)C=2N(C1=CC=CC=C1C2)C)OC (N-[(1-acetylpiperidin-2-yl)methyl]-4-amino-3-(3-methoxy-4-{[(1-methyl-1H-indol-2-yl)carbonyl]amino}phenyl)thieno[3,2-c]pyridine-7-carboxamide). RXN SMILES: [NH2:1][C:2]1[C:7]2[C:8]([C:11]3[CH:16]=[CH:15][C:14]([NH:17][C:18]([C:20]4[N:21]([CH3:29])[C:22]5[C:27]([CH:28]=4)=[CH:26][CH:25]=[CH:24][CH:23]=5)=[O:19])=[C:13]([O:30][CH3:31])[CH:12]=3)=[CH:9][S:10][C:6]=2[C:5]([C:32]([NH:34][CH2:35][CH:36]2[CH2:41][CH2:40][CH2:39][CH2:38][NH:37]2)=[O:33])=[CH:4][N:3]=1.[C:42](O)(=[O:44])[CH3:43]>>[C:42]([N:37]1[CH2:38][CH2:39][CH2:40][CH2:41][CH:36]1[CH2:35][NH:34][C:32]([C:5]1[C:6]2[S:10][CH:9]=[C:8]([C:11]3[CH:16]=[CH:15][C:14]([NH:17][C:18]([C:20]4[N:21]([CH3:29])[C:22]5[C:27]([CH:28]=4)=[CH:26][CH:25]=[CH:24][CH:23]=5)=[O:19])=[C:13]([O:30][CH3:31])[CH:12]=3)[C:7]=2[C:2]([NH2:1])=[N:3][CH:4]=1)=[O:33])(=[O:44])[CH3:43]. Procedure details: 4-Amino-3-(3-methoxy-4-{[(1-methyl-1H-indol-2-yl)carbonyl]amino}phenyl)-N-(piperidin-2-ylmethyl)thieno[3,2-c]pyridine-7-carboxamide (0.090 g, 0.16 mmol) and acetic acid (0.012 g, 0.17 mmol) were treated according to General Procedure D to provide the title compound. LCMS Conditions a: 3.11 minute, 611.1 (MH+). Reactants: FC(C(=O)O)(F)F.NN=CNC=1C=C(C=CC1)C(=O)NCC(=O)NC(CC(=O)OCC)C1=CC(=CC(=C1)OC)OC ((±) ethyl β-[[2-[[[3-[(aminoiminomethyl)amino]phenyl]carbonyl]amino]acetyl]amino]-3,5-dimethoxybenzenepropanoate, trifluoroacetate salt), [Li+].[OH-] (LiOH), C(=O)(C(F)(F)F)O (TFA). The solvent is O (H2O), CC#N (CH3CN). Reaction conditions: time 1.5 hour. Yields the product FC(C(=O)O)(F)F.NN=CNC=1C=C(C=CC1)C(=O)NCC(=O)NC(CC(=O)O)C1=CC(=CC(=C1)OC)OC ((±) β-[[2-[[[3-[(aminoiminomethyl)amino]phenyl]carbonyl]amino]acetyl]amino]-3,5-dimethoxybenzenepropanoic acid, trifluoroacetate salt). Isolated yield 858.5%. Reaction SMILES: [F:1][C:2]([F:7])([F:6])[C:3]([OH:5])=[O:4].[NH2:8][N:9]=[CH:10][NH:11][C:12]1[CH:13]=[C:14]([C:18]([NH:20][CH2:21][C:22]([NH:24][CH:25]([C:32]2[CH:37]=[C:36]([O:38][CH3:39])[CH:35]=[C:34]([O:40][CH3:41])[CH:33]=2)[CH2:26][C:27]([O:29]CC)=[O:28])=[O:23])=[O:19])[CH:15]=[CH:16][CH:17]=1.[Li+].[OH-].C(O)(C(F)(F)F)=O>O.CC#N>[F:1][C:2]([F:7])([F:6])[C:3]([OH:5])=[O:4].[NH2:8][N:9]=[CH:10][NH:11][C:12]1[CH:13]=[C:14]([C:18]([NH:20][CH2:21][C:22]([NH:24][CH:25]([C:32]2[CH:33]=[C:34]([O:40][CH3:41])[CH:35]=[C:36]([O:38][CH3:39])[CH:37]=2)[CH2:26][C:27]([OH:29])=[O:28])=[O:23])=[O:19])[CH:15]=[CH:16][CH:17]=1 |f:0.1,2.3,7.8|. Procedure: To the product from Example 194 (800 mg, 0.00014 mole) in H2O (20 mL) and CH3CN (8 mL) was added LiOH (230 mg, 0.0055 mole). The reaction mixture was stirred at room temperature for 1.5 hours. The pH was lowered to ~3 with TFA and the product was isolated by RPHPLC to yield the title compound (670 mg after lyophilization) as a white solid.